This data is from the Open Reaction Database (ORD), a public repository of structured organic reaction records. The task is: describe an organic reaction: reactants, conditions, products, and yield The reactants are C1(CCC2=CC=CC=C12)=O (1-indanone), CNC1=CC=CC=C1 (N-methylaniline), C1(=CC=C(C=C1)S(=O)(=O)O)C (p-toluenesulfonic acid). The solvent is C1(=CC=CC=C1)C (toluene). The product is CN(C1=CCC2=CC=CC=C12)C1=CC=CC=C1 (N-methyl-N-phenyl-1H-inden-3-amine). Procedure: Into a dry flask equipped with a Dean-Stark trap and a reflux condenser were placed 1-indanone (10.0 g, 75.7 mmol). N-methylaniline (15.1 g, 141 mmol) and toluene (200 mL). A catalytic amount of p-toluenesulfonic acid (0.1 g) was added and the mixture was refluxed under N2 for 96 hours. The reaction was cooled and the toluene was removed under reduced pressure before the remaining material was distilled under vacuum. The highest boiling fraction (6.8 g; bp 150-2° C./0.7 mm Hg) was collected as a... Reaction SMILES: [C:1]1(=O)[C:9]2[C:4](=[CH:5][CH:6]=[CH:7][CH:8]=2)[CH2:3][CH2:2]1.[CH3:11][NH:12][C:13]1[CH:18]=[CH:17][CH:16]=[CH:15][CH:14]=1.C1(C)C=CC(S(O)(=O)=O)=CC=1>C1(C)C=CC=CC=1>[CH3:11][N:12]([C:13]1[CH:18]=[CH:17][CH:16]=[CH:15][CH:14]=1)[C:1]1[C:9]2[C:4](=[CH:5][CH:6]=[CH:7][CH:8]=2)[CH2:3][CH:2]=1.